From a dataset of the Open Reaction Database (ORD), a public repository of structured organic reaction records. describe an organic reaction: reactants, conditions, products, and yield Starting materials: COCN(c1cc(Cl)cnc1C(=O)c1c(F)cccc1Cl)S(=O)(=O)c1ccc(Cl)c(C(F)(F)F)c1, Cl, C1COCCO1, O. Product: O=C(c1ncc(Cl)cc1NS(=O)(=O)c1ccc(Cl)c(C(F)(F)F)c1)c1c(F)cccc1Cl. RXN SMILES: [Cl:1][c:2]1[c:3]([C:32]([F:33])([F:34])[F:35])[cH:4][c:5]([S:8](=[O:9])(=[O:10])[N:11]([CH2:12][O:13][CH3:14])[c:15]2[c:16]([C:22]([c:23]3[c:24]([Cl:30])[cH:25][cH:26][cH:27][c:28]3[F:29])=[O:31])[n:17][cH:18][c:19]([Cl:21])[cH:20]2)[cH:6][cH:7]1.[ClH:37].[O:38]1[CH2:39][CH2:40][O:41][CH2:42][CH2:43]1.[OH2:36]>>[Cl:1][c:2]1[c:3]([C:32]([F:33])([F:34])[F:35])[cH:4][c:5]([S:8](=[O:9])(=[O:10])[NH:11][c:15]2[c:16]([C:22]([c:23]3[c:24]([Cl:30])[cH:25][cH:26][cH:27][c:28]3[F:29])=[O:31])[n:17][cH:18][c:19]([Cl:21])[cH:20]2)[cH:6][cH:7]1. The product is [I-].C(=O)(O)C1(CC2CCC(C1)[NH2+]2)C2CCCCC2 (3-carboxy-3-cyclohexyl-8-azoniabicyclo[3.2.1]octane iodide). Conditions: time 8 hour. Solvent: C(Cl)(Cl)Cl (chloroform). Reported procedure: To a solution of 3-cyclohexyl-8-(ethoxycarbonyl)-8-azabicyclo[3.2.1]octane-3-carboxylic acid (1-7) (2.50 g, 8.08 mmol) in 80 mL of chloroform was added iodotrimethylsilane (4.75 mL, 16.8 mmol) dropwise. The mixture was stirred at room temperature overnight and warmed up to 50° C. for additional two hours. After the reaction was completed, the volatiles were removed under vacuum to give (3-1) as a yellow solid. The reactants are C1(CCCCC1)C1(CC2CCC(C1)N2C(=O)OCC)C(=O)O (3-cyclohexyl-8-(ethoxycarbonyl)-8-azabicyclo[3.2.1]octane-3-carboxylic acid), I[Si](C)(C)C (iodotrimethylsilane). RXN SMILES: [CH:1]1([C:7]2([C:20]([OH:22])=[O:21])[CH2:13][CH:12]3[N:14](C(OCC)=O)[CH:9]([CH2:10][CH2:11]3)[CH2:8]2)[CH2:6][CH2:5][CH2:4][CH2:3][CH2:2]1.[I:23][Si](C)(C)C>C(Cl)(Cl)Cl>[I-:23].[C:20]([C:7]1([CH:1]2[CH2:2][CH2:3][CH2:4][CH2:5][CH2:6]2)[CH2:8][CH:9]2[NH2+:14][CH:12]([CH2:11][CH2:10]2)[CH2:13]1)([OH:22])=[O:21] |f:3.4|. Starting materials: CN(C)C=O, BrCC1CC1, [Cl-], O=c1nc(-c2cc(C(F)(F)F)ccn2)[nH]o1, [H-], [NH4+], [Na+]. Product: O=c1onc(-c2cc(C(F)(F)F)ccn2)n1CC1CC1. As a reaction SMILES: [CH3:26][N:27]([CH3:28])[CH:29]=[O:30].[CH:19]1([CH2:22][Br:23])[CH2:20][CH2:21]1.[Cl-:24].[F:3][C:4]([c:5]1[cH:6][c:7](-[c:11]2[nH:12][o:13][c:14](=[O:16])[n:15]2)[n:8][cH:9][cH:10]1)([F:17])[F:18].[H-:1].[NH4+:25].[Na+:2]>>[F:3][C:4]([c:5]1[cH:6][c:7](-[c:11]2[n:12][o:13][c:14](=[O:16])[n:15]2[CH2:22][CH:19]2[CH2:20][CH2:21]2)[n:8][cH:9][cH:10]1)([F:17])[F:18]. The reactants are N(=[N+]=[N-])CC(F)(F)C1=NC(=CC=C1)C (2-(2-Azido-1,1-difluoro-ethyl)-6-methyl-pyridine), Psi H2. The reagents and catalysts are [Pd] (Pd/C). Solvent: CO (MeOH). The product is FC(CN)(C1=NC(=CC=C1)C)F (2,2-Difluoro-2-(6-methyl-pyridin-2-yl)-ethylamine). Isolated yield 99.3%. Reaction SMILES: [N:1]([CH2:4][C:5]([C:8]1[CH:13]=[CH:12][CH:11]=[C:10]([CH3:14])[N:9]=1)([F:7])[F:6])=[N+]=[N-]>CO.[Pd]>[F:7][C:5]([F:6])([C:8]1[CH:13]=[CH:12][CH:11]=[C:10]([CH3:14])[N:9]=1)[CH2:4][NH2:1]. Procedure details: A solution of 2-(2-Azido-1,1-difluoro-ethyl)-6-methyl-pyridine (700 mg, 3.54 mmol), as prepared in the preceding step, in MeOH (10 mL) was treated with 10% Pd/C (150 mg) under 39 Psi H2 atmosphere overnight. The reaction mixture was filtered through a pad of celite and the filtrate was evaporated to afford the product as a brown oil (605 mg, 99%). 1H NMR (CDCl3) δ 7.69 (t, J=7.74 Hz, 1H), 7.46 (d, J=7.70 Hz, 1H), 7.22 (d, J=7.81 Hz, 1H), 3.42 (t, J=14.40 Hz, 2H), 2.58 (s, 3H); LC/MS (m/z) [M+1] ... Reactants: C1=C(C=CC2=CC=CC=C12)NC1=C(C(C(=O)O)=CC=C1)C(=O)O (3-(naphthalen-2-ylamino)phthalic acid), Cl.NC1C(=O)NC(CC1)=O (rac-α-aminoglutarimide hydrochloride). The solvent is N1=CC=CC=C1 (pyridine). The product is O=C1NC(CCC1N1C(C2=CC=CC(=C2C1=O)NC1=CC2=CC=CC=C2C=C1)=O)=O (2-(2,6-Dioxopiperidin-3-yl)-4-(naphthalen-2-ylamino)isoindole-1,3-dione). Isolated yield 92.0%. Reaction SMILES: [CH:1]1[C:10]2[C:5](=[CH:6][CH:7]=[CH:8][CH:9]=2)[CH:4]=[CH:3][C:2]=1[NH:11][C:12]1[CH:20]=[CH:19][CH:18]=[C:14]([C:15]([OH:17])=O)[C:13]=1[C:21]([OH:23])=O.Cl.[NH2:25][CH:26]1[CH2:32][CH2:31][C:30](=[O:33])[NH:29][C:27]1=[O:28]>N1C=CC=CC=1>[O:28]=[C:27]1[CH:26]([N:25]2[C:21](=[O:23])[C:13]3[C:14](=[CH:18][CH:19]=[CH:20][C:12]=3[NH:11][C:2]3[CH:3]=[CH:4][C:5]4[C:10](=[CH:9][CH:8]=[CH:7][CH:6]=4)[CH:1]=3)[C:15]2=[O:17])[CH2:32][CH2:31][C:30](=[O:33])[NH:29]1 |f:1.2|. Procedure: A mixture of 3-(naphthalen-2-ylamino)phthalic acid (0.62 g, 1.8 mmol) and rac-α-aminoglutarimide hydrochloride (0.33 g, 2.0 mmol) in pyridine (10 mL) was heated to reflux for 16 hours. The mixture was cooled and evaporated under vacuum. The residue was dissolved in ethyl acetate (150 mL), washed with dilute aqueous HCl (2×100 mL) and water (2×100 mL), and evaporated. The residue was chromatographed in 95:5 methylene chloride-methanol, eluting 0.74 g of the product, in 92% yield: mp 235-237° C.; ... Reactants: FC=1C=C(C=C(C1)F)O (3,5-difluorophenol), BrCCCBr (1,3-dibromopropane). The product is BrCCCOC1=CC(=CC(=C1)F)F (1-(3-Bromopropoxy)-3,5-difluorobenzene). RXN SMILES: [F:1][C:2]1[CH:3]=[C:4]([OH:9])[CH:5]=[C:6]([F:8])[CH:7]=1.[Br:10][CH2:11][CH2:12][CH2:13]Br>>[Br:10][CH2:11][CH2:12][CH2:13][O:9][C:4]1[CH:3]=[C:2]([F:1])[CH:7]=[C:6]([F:8])[CH:5]=1. Procedure: Analogously to Example 91b, 0.98 g of 3,5-difluorophenol and 15.2 g of 1,3-dibromopropane are reacted. The title compound is obtained as a colourless oil. Rf=0.70 (1:6 EtOAc-heptane); Rt=5.13.